From a dataset of the Open Reaction Database (ORD), a public repository of structured organic reaction records. describe an organic reaction: reactants, conditions, products, and yield Reactants: C(C)(=O)OC(C)=O (acetic anhydride), C(C)OC(=O)C1=C[C@H]([C@@H]([C@H](C1)N=[N+]=[N-])N)OC(CC)CC ((3R,4R,5S)-4-amino-5-azido-3-(1-ethyl-propoxy)-cyclohex-1-enecarboxylic Acid Ethyl Ester), CCOC(=O)C (EtOAc), C(=O)(O)[O-].[Na+] (NaHCO3). Run in CCCCCC (n-hexane), COC(C)(C)C (tert-butyl methyl ether). Reaction conditions: time 1 hour. The product is C(C)OC(=O)C1=C[C@H]([C@@H]([C@H](C1)N=[N+]=[N-])NC(C)=O)OC(CC)CC ((3R,4R,5S)-4-Acetylamino-5-azido-3-(1-ethyl-propoxy)cyclohex-1-enecarboxylic Acid Ethyl Ester). RXN SMILES: [CH2:1]([O:3][C:4]([C:6]1[CH2:11][C@H:10]([N:12]=[N+:13]=[N-:14])[C@@H:9]([NH2:15])[C@H:8]([O:16][CH:17]([CH2:20][CH3:21])[CH2:18][CH3:19])[CH:7]=1)=[O:5])[CH3:2].[CH3:22][CH2:23][O:24]C(C)=O.C([O-])(O)=O.[Na+].C(OC(=O)C)(=O)C>CCCCCC.COC(C)(C)C>[CH2:1]([O:3][C:4]([C:6]1[CH2:11][C@H:10]([N:12]=[N+:13]=[N-:14])[C@@H:9]([NH:15][C:23](=[O:24])[CH3:22])[C@H:8]([O:16][CH:17]([CH2:18][CH3:19])[CH2:20][CH3:21])[CH:7]=1)=[O:5])[CH3:2] |f:2.3|. Reported procedure: To a solution of 118.5 mg of 28 and 1.0 mL of EtOAc in a 5.0 mL round-bottom flask equipped with a magnetic stirrer and an inert gas supply was added 1.0 mL of aqueous 1 M NaHCO3. To the stirred mixture was added 45.4 μL of acetic anhydride and the mixture was stirred for 1 h at RT. The organic phase was separated and dried (Na2SO4, 1 g), filtered and the filter cake was washed with 2.0 mL EtOAc. The combined filtrates were evaporated at 40° C./240 to 10 mbar to afford 139 mg crude product as be... Reaction SMILES: [CH2:1]([Li])CCC.C1COCC1.[I-].C[P+](C1C=CC=CC=1)(C1C=CC=CC=1)C1C=CC=CC=1.[F:32][C:33]1[C:45]([CH:46]=O)=[C:44]([F:48])[CH:43]=[CH:42][C:34]=1[C:35]([O:37][C:38]([CH3:41])([CH3:40])[CH3:39])=[O:36].[Cl-].[NH4+]>C1COCC1>[F:32][C:33]1[C:45]([CH:46]=[CH2:1])=[C:44]([F:48])[CH:43]=[CH:42][C:34]=1[C:35]([O:37][C:38]([CH3:41])([CH3:40])[CH3:39])=[O:36] |f:0.1,2.3,5.6|. Run in C1CCOC1 (THF), C1CCOC1 (THF). Reaction conditions: temperature 0 celsius, time 10 minute. The reactants are [Cl-].[NH4+] (ammonium chloride), C(CCC)[Li].C1CCOC1 (n-butyl lithium THF), [I-].C[P+](C1=CC=CC=C1)(C1=CC=CC=C1)C1=CC=CC=C1 (methyltriphenylphosphonium iodide), FC1=C(C(=O)OC(C)(C)C)C=CC(=C1C=O)F (tert-butyl 2,4-difluoro-3-formylbenzoate). The yield is 50.0%. Product: FC1=C(C(=O)OC(C)(C)C)C=CC(=C1C=C)F (tert-butyl 2,4-difluoro-3-vinylbenzoate). Procedure details: At −78° C., 9.50 ml of 1.59 M n-butyl lithium-THF solution was added dropwise to 90 ml of THF solution containing 8.13 g of methyltriphenylphosphonium iodide. This was stirred at 0° C. for 10 minutes, cooled to −78° C. and then mixed with 2.44 g of tert-butyl 2,4-difluoro-3-formylbenzoate dissolved in 10 ml of THF. After 40 minutes thereof, this was stirred at room temperature for 1 hour, mixed with appropriate amounts of saturated ammonium chloride aqueous solution and purified water, extracted... Starting materials: COC1=C(C=O)C(=CC(=C1)OC)OC (2,4,6-trimethoxybenzaldehyde), COC1=C(C=O)C=C(C(=C1)OC)OC (2,4,5-trimethoxybenzaldehyde), COC=1C=C(C=O)C=C(C1OC)OC (3,4,5-trimethoxy-benzaldehyde). Yields the product C1(C=CC2=CC=CC=C12)CC(=O)O (indene acetic acid). As a reaction SMILES: COC1[CH:10]=[C:9](OC)[CH:8]=[C:7]([O:13]C)C=1C=O.C[O:16]C1C=C(OC)C(OC)=CC=1C=O.CO[C:31]1[CH:32]=[C:33]([CH:36]=[C:37](OC)[C:38]=1OC)[CH:34]=O>>[CH:9]1([CH2:8][C:7]([OH:13])=[O:16])[C:32]2[C:33](=[CH:36][CH:37]=[CH:38][CH:31]=2)[CH:34]=[CH:10]1. Reported procedure: 1.19 g (5.0 mmol) of 5,6-difluoro-2-methylindene-3-acetic acid methyl ester is dissolved in 10 ml of dry pyridine followed by 0.98 g (5.0 mmol) of 3,4,5-trimethoxy-benzaldehyde. The flask is placed under nitrogen, and 5.0 g (5.1 mol) of Triton B is added. The deeply colored solution is allowed to stand overnight, and then water (2 ml) is added. After standing for 15 minutes, it is poured into an excess of water. The organics are extracted with ether (2×50 ml). The aqueous phase is added to 10% H... Reactants: O=C([O-])[O-], O=[N+]([O-])c1ccc(F)c(F)c1, [K+], [K+], CN(C)C=O, Oc1ccc2[nH]ncc2c1. Yields the product O=[N+]([O-])c1ccc(Oc2ccc3[nH]ncc3c2)c(F)c1. As a reaction SMILES: [C:22](=[O:23])([O-:24])[O-:25].[F:11][c:12]1[cH:13][c:14]([N+:19](=[O:20])[O-:21])[cH:15][cH:16][c:17]1[F:18].[K+:26].[K+:27].[O:28]=[CH:29][N:30]([CH3:31])[CH3:32].[OH:1][c:2]1[cH:3][c:4]2[cH:5][n:6][nH:7][c:8]2[cH:9][cH:10]1>>[O:1]([c:2]1[cH:3][c:4]2[cH:5][n:6][nH:7][c:8]2[cH:9][cH:10]1)[c:17]1[c:12]([F:11])[cH:13][c:14]([N+:19](=[O:20])[O-:21])[cH:15][cH:16]1.